This data is from the Open Reaction Database (ORD), a public repository of structured organic reaction records. The task is: describe an organic reaction: reactants, conditions, products, and yield Starting materials: ClC1=NN=C(C2=CC=CC=C12)Cl (1,4-dichlorophthalazine), N1(C(CNCC1)C(=O)OC)C(=O)OC(C)(C)C (1-tert-butyl 2-methyl piperazine-1,2-dicarboxylate), C(C)(C)N(C(C)C)CC (N,N-diisopropylethylamine). The solvent is CC(CC(C)=O)C (4-methyl-2-pentanone). The product is ClC1=NN=C(C2=CC=CC=C12)N1CC(N(CC1)C(=O)OC(C)(C)C)C(=O)OC (1-tert-butyl 2-methyl 4-(4-chlorophthalazin-1-yl)piperazine-1,2-dicarboxylate). As a reaction SMILES: Cl[C:2]1[C:11]2[C:6](=[CH:7][CH:8]=[CH:9][CH:10]=2)[C:5]([Cl:12])=[N:4][N:3]=1.[N:13]1([C:23]([O:25][C:26]([CH3:29])([CH3:28])[CH3:27])=[O:24])[CH2:18][CH2:17][NH:16][CH2:15][CH:14]1[C:19]([O:21][CH3:22])=[O:20].C(N(CC)C(C)C)(C)C>CC(C)CC(=O)C>[Cl:12][C:5]1[C:6]2[C:11](=[CH:10][CH:9]=[CH:8][CH:7]=2)[C:2]([N:16]2[CH2:17][CH2:18][N:13]([C:23]([O:25][C:26]([CH3:27])([CH3:28])[CH3:29])=[O:24])[CH:14]([C:19]([O:21][CH3:22])=[O:20])[CH2:15]2)=[N:3][N:4]=1. Procedure details: 1,4-dichlorophthalazine (741 mg, 3.72 mmol), 1-tert-butyl 2-methyl piperazine-1,2-dicarboxylate (1.00 g, 4.09 mmol), N,N-diisopropylethylamine (0.972 mL), and 4-methyl-2-pentanone (6 mL) were heated at 120° for 16 hours. The solvent was removed and the residue purified by chromatography over silica using a gradient of hexanes/0-70% ethyl acetate. The compound was obtained as a white solid. MS (M+H)+=407.1. Starting materials: [H-].[Al+3].[Li+].[H-].[H-].[H-] (lithium aluminum hydride), N1C=C(C2=CC=CC=C12)C(C(=O)N1CC(C1)OC1=CC=C(C=C1)F)=O (1-(indol-3-ylglyoxyloyl)-3-(p-fluorophenoxy)azetidine). The solvent is O1CCCC1 (tetrahydrofuran), O1CCCC1 (tetrahydrofuran). The product is FC1=CC=C(OC2CN(C2)CCC2=CNC3=CC=CC=C23)C=C1 (3-{2-[3-(p-fluorophenoxy)azetidinyl]ethyl}indole). As a reaction SMILES: [H-].[Al+3].[Li+].[H-].[H-].[H-].[NH:7]1[C:15]2[C:10](=[CH:11][CH:12]=[CH:13][CH:14]=2)[C:9]([C:16](=O)[C:17]([N:19]2[CH2:22][CH:21]([O:23][C:24]3[CH:29]=[CH:28][C:27]([F:30])=[CH:26][CH:25]=3)[CH2:20]2)=O)=[CH:8]1>O1CCCC1>[F:30][C:27]1[CH:26]=[CH:25][C:24]([O:23][CH:21]2[CH2:20][N:19]([CH2:17][CH2:16][C:9]3[C:10]4[C:15](=[CH:14][CH:13]=[CH:12][CH:11]=4)[NH:7][CH:8]=3)[CH2:22]2)=[CH:29][CH:28]=1 |f:0.1.2.3.4.5|. Procedure details: By following the manipulative procedure described in Example 2(d), 0.7 g of lithium aluminum hydride in 30 ml. of tetrahydrofuran and 1.5 g of 1-(indol-3-ylglyoxyloyl)-3-(p-fluorophenoxy)azetidine in 30 ml. of tetrahydrofuran are reacted to produce a white solid. The solid is recrystallized twice from an ethanol and water mixture to give colorless needles of 3-{2-[3-(p-fluorophenoxy)azetidinyl]ethyl}indole, m.p. 111°-113°. Procedure: A mixture of 1-bromo-4-t-butyldimethylsilyloxy-benzene (1.7 g, 3.9 mmol), magnesium mesh (0.1 g, 3.9 mmol) and anhydrous THF were stirred at reflux temperature under a nitrogen atmosphere for 2 h. The reaction mixture was cooled to room temperature and transferred via syringe to a stirred semi-solution of trans-2-benzoyl-6-oxodecahydroisoquinoline (1.0 g, 3.9 mmol) in anhydrous THF at -78° C. The reaction mixture was warmed gradually to ambient temperature over 17.5 h. The reaction mixture was p... The product is C(C1=CC=CC=C1)(=O)N1C[C@@H]2CCC(C[C@H]2CC1)(C1=CC=C(C=C1)O[Si](C)(C)C(C)(C)C)O (Trans-2-Benzoyl-6-hydroxy-6-(4-t-butyldimethylsilyloxy-phenyl)-decahydroisoquinoline). Run in C1CCOC1 (THF), C1CCOC1 (THF). Starting materials: C(C1=CC=CC=C1)(=O)N1C[C@@H]2CCC(C[C@H]2CC1)=O (trans-2-benzoyl-6-oxodecahydroisoquinoline), [Cl-].[NH4+] (ammonium chloride), BrC1=CC=C(C=C1)O[Si](C)(C)C(C)(C)C (1-bromo-4-t-butyldimethylsilyloxy-benzene), [Mg] (magnesium), [OH-].[Na+] (NaOH), solid. As a reaction SMILES: Br[C:2]1[CH:7]=[CH:6][C:5]([O:8][Si:9]([C:12]([CH3:15])([CH3:14])[CH3:13])([CH3:11])[CH3:10])=[CH:4][CH:3]=1.[Mg].[C:17]([N:25]1[CH2:34][CH2:33][C@H:32]2[C@@H:27]([CH2:28][CH2:29][C:30](=[O:35])[CH2:31]2)[CH2:26]1)(=[O:24])[C:18]1[CH:23]=[CH:22][CH:21]=[CH:20][CH:19]=1.[Cl-].[NH4+].[OH-].[Na+]>C1COCC1>[C:17]([N:25]1[CH2:34][CH2:33][C@H:32]2[C@@H:27]([CH2:28][CH2:29][C:30]([OH:35])([C:2]3[CH:7]=[CH:6][C:5]([O:8][Si:9]([C:12]([CH3:15])([CH3:14])[CH3:13])([CH3:11])[CH3:10])=[CH:4][CH:3]=3)[CH2:31]2)[CH2:26]1)(=[O:24])[C:18]1[CH:19]=[CH:20][CH:21]=[CH:22][CH:23]=1 |f:3.4,5.6|. The reactants are ClC=1C=CC(=C(C(=O)NC2=NC=C(C=C2)C)C1)NCC1CCNCC1 (5-chloro-N-(5-methylpyridin-2-yl)-2-[(4-piperidinylmethyl)amino]benzamide), C1(CC1)C(=O)C (cyclopropylmethyl ketone), solution, C(#N)[BH3-].[Na+] (sodium cyanoborohydride). Run in CO.C(C)(=O)O (methanol acetic acid), O1CCCC1 (tetrahydrofuran). Reaction conditions: temperature 50 celsius, time 48 hour. The product is Cl.ClC=1C=CC(=C(C(=O)NC2=NC=C(C=C2)C)C1)NCC1CCN(CC1)C(C)C1CC1 (5-Chloro-N-(5-methylpyridin-2-yl)-2-{[1-(1-cyclopropylethyl)piperidin-4-yl]methylamino}benzamide Hydrochloride). Yield: 93.2%. Reaction SMILES: [Cl:1][C:2]1[CH:3]=[CH:4][C:5]([NH:18][CH2:19][CH:20]2[CH2:25][CH2:24][NH:23][CH2:22][CH2:21]2)=[C:6]([CH:17]=1)[C:7]([NH:9][C:10]1[CH:15]=[CH:14][C:13]([CH3:16])=[CH:12][N:11]=1)=[O:8].[CH:26]1([C:29]([CH3:31])=O)[CH2:28][CH2:27]1.C([BH3-])#N.[Na+]>CO.C(O)(=O)C.O1CCCC1>[ClH:1].[Cl:1][C:2]1[CH:3]=[CH:4][C:5]([NH:18][CH2:19][CH:20]2[CH2:25][CH2:24][N:23]([CH:29]([CH:26]3[CH2:28][CH2:27]3)[CH3:31])[CH2:22][CH2:21]2)=[C:6]([CH:17]=1)[C:7]([NH:9][C:10]1[CH:15]=[CH:14][C:13]([CH3:16])=[CH:12][N:11]=1)=[O:8] |f:2.3,4.5,7.8|. Procedure details: A solution of 5-chloro-N-(5-methylpyridin-2-yl)-2-[(4-piperidinylmethyl)amino]benzamide from Example 99-A (0.45 g, 1.25 mmol) in 10 mL of 95:5 methanol-acetic acid was treated with excess cyclopropylmethyl ketone (1.24 mL, 12.5 mmol), followed by sodium cyanoborohydride (5.0 ml of a 1 M solution in tetrahydrofuran, 6.0 mmol). After stirring at 50° C. for 48 h, the mixture was concentrated in vacuo; and the residue was subjected to silica gel chromatography. Elution with 9:1 dichloromethane-2 M a... Reactants: CC([C@@H](C(=O)OC(C)(C)C)N1C(N(CC1)CC1=CC(=CC=C1)C(F)(F)F)=O)(C)C (tert-butyl(2S)-3,3-dimethyl-2-{2-oxo-3-[3-(trifluoromethyl)benzyl]imidazolidin-1-yl}butanoate), FC(C(=O)O)(F)F (trifluoroacetic acid). The solvent is ClCCl (dichloromethane). The product is CC([C@@H](C(=O)O)N1C(N(CC1)CC1=CC(=CC=C1)C(F)(F)F)=O)(C)C ((2S)-3,3-dimethyl-2-{2-oxo-3-[3-(trifluoromethyl)benzyl]imidazolidin-1-yl}butanoic acid). The yield is 77.0%. As a reaction SMILES: [CH3:1][C:2]([CH3:29])([CH3:28])[C@H:3]([N:11]1[CH2:15][CH2:14][N:13]([CH2:16][C:17]2[CH:22]=[CH:21][CH:20]=[C:19]([C:23]([F:26])([F:25])[F:24])[CH:18]=2)[C:12]1=[O:27])[C:4]([O:6]C(C)(C)C)=[O:5].FC(F)(F)C(O)=O>ClCCl>[CH3:1][C:2]([CH3:29])([CH3:28])[C@H:3]([N:11]1[CH2:15][CH2:14][N:13]([CH2:16][C:17]2[CH:22]=[CH:21][CH:20]=[C:19]([C:23]([F:26])([F:25])[F:24])[CH:18]=2)[C:12]1=[O:27])[C:4]([OH:6])=[O:5]. Procedure: A solution of Example 140B (0.261 g, 0.623 mmol) in dichloromethane (3 mL) was treated with trifluoroacetic acid (3 mL) at 25° C. for 16 h. The solvents were evaporated, and the crude residue was purified using reverse phase chromatography eluting with 95% water (0.1% trifluoroacetic acid)/5% acetonitrile to 100% acetonitrile to give the title compound (0.172 g 77%). Starting materials: BrC1=CN(C=2N=CN=C(C21)N[C@@H](C)C2=NN1C(C(N2C2=CC=CC=C2)=O)=C(C=C1)C)COCC[Si](C)(C)C ((S)-2-(1-((5-Bromo-7-((2-(trimethylsilyl)ethoxy)methyl)-7H-pyrrolo[2,3-d]pyrimidin-4-yl)amino)ethyl)-5-methyl-3-phenylpyrrolo[2,1-f][1,2,4]triazin-4(3H)-one), O1CCN(CC1)S(=O)(=O)C=1C=C(C=CC1)B(O)O ((3-(morpholinosulfonyl)phenyl)boronic acid), C([O-])([O-])=O.[Na+].[Na+] (sodium carbonate). The reagents and catalysts are C=1C=CC(=CC1)[P](C=2C=CC=CC2)(C=3C=CC=CC3)[Pd]([P](C=4C=CC=CC4)(C=5C=CC=CC5)C=6C=CC=CC6)([P](C=7C=CC=CC7)(C=8C=CC=CC8)C=9C=CC=CC9)[P](C=1C=CC=CC1)(C=1C=CC=CC1)C=1C=CC=CC1 (tetrakis(triphenylphosphine)palladium(0)). Reaction conditions: temperature 100 celsius, time 8 hour. Yields the product CC=1C=CN2N=C(N(C(C21)=O)C2=CC=CC=C2)[C@H](C)NC=2C1=C(N=CN2)N(C=C1C1=CC(=CC=C1)S(=O)(=O)N1CCOCC1)COCC[Si](C)(C)C ((S)-5-Methyl-2-(1-((5-(3-(morpholinosulfonyl)phenyl)-7-((2-(trimethylsilyl)ethoxy)methyl)-7H-pyrrolo[2,3-d]pyrimidin-4-yl)amino)ethyl)-3-phenylpyrrolo[2,1-f][1,2,4]triazin-4(3H)-one). The yield is 35.7%. Reaction SMILES: Br[C:2]1[C:10]2[C:9]([NH:11][C@H:12]([C:14]3[N:19]([C:20]4[CH:25]=[CH:24][CH:23]=[CH:22][CH:21]=4)[C:18](=[O:26])[C:17]4=[C:27]([CH3:30])[CH:28]=[CH:29][N:16]4[N:15]=3)[CH3:13])=[N:8][CH:7]=[N:6][C:5]=2[N:4]([CH2:31][O:32][CH2:33][CH2:34][Si:35]([CH3:38])([CH3:37])[CH3:36])[CH:3]=1.[O:39]1[CH2:44][CH2:43][N:42]([S:45]([C:48]2[CH:49]=[C:50](B(O)O)[CH:51]=[CH:52][CH:53]=2)(=[O:47])=[O:46])[CH2:41][CH2:40]1.C(=O)([O-])[O-].[Na+].[Na+]>C1C=CC([P]([Pd]([P](C2C=CC=CC=2)(C2C=CC=CC=2)C2C=CC=CC=2)([P](C2C=CC=CC=2)(C2C=CC=CC=2)C2C=CC=CC=2)[P](C2C=CC=CC=2)(C2C=CC=CC=2)C2C=CC=CC=2)(C2C=CC=CC=2)C2C=CC=CC=2)=CC=1>[CH3:30][C:27]1[CH:28]=[CH:29][N:16]2[C:17]=1[C:18](=[O:26])[N:19]([C:20]1[CH:25]=[CH:24][CH:23]=[CH:22][CH:21]=1)[C:14]([C@@H:12]([NH:11][C:9]1[C:10]3[C:2]([C:50]4[CH:51]=[CH:52][CH:53]=[C:48]([S:45]([N:42]5[CH2:43][CH2:44][O:39][CH2:40][CH2:41]5)(=[O:47])=[O:46])[CH:49]=4)=[CH:3][N:4]([CH2:31][O:32][CH2:33][CH2:34][Si:35]([CH3:38])([CH3:37])[CH3:36])[C:5]=3[N:6]=[CH:7][N:8]=1)[CH3:13])=[N:15]2 |f:2.3.4,^1:66,68,87,106|. Procedure: (S)-2-(1-((5-Bromo-7-((2-(trimethylsilyl)ethoxy)methyl)-7H-pyrrolo[2,3-d]pyrimidin-4-yl)amino)ethyl)-5-methyl-3-phenylpyrrolo[2,1-f][1,2,4]triazin-4(3H)-one (200 mg, 0.34 mmol) was treated with (3-(morpholinosulfonyl)phenyl)boronic acid (140 mg, 0.52 mmol), tetrakis(triphenylphosphine)palladium(0) (195 mg, 0.5 mmol), aqueous solution 2M of sodium carbonate (260 μl, 0.5 mmol) and 5 ml N,N-dimethylformide as a solvent according to the method described in Preparation 186 but stirring at 100° C. ove... Reactants: O=C(O)Cc1ccc2c(c1)OCO2, COC(=O)c1ccc(N)cc1OC. The reagents and catalysts are CCN=C=NCCCN(C)C.Cl (EDC-HCl), C1=CC2=C(C=C1Cl)N(N=N2)O (6-Cl-HOBT). The solvent is CN(C)C=O (DMF), CN(C)C=O (DMF), CN(C)C=O (DMF), CN(C)C=O (DMF), CN(C)C=O (DMF), CN(C)C=O (DMF). Conditions: temperature 25 celsius, time 2 hour. The product is COC(=O)c1ccc(NC(=O)Cc2ccc3c(c2)OCO3)cc1OC. The yield is 49.9%. Reaction SMILES: COC(=O)c1ccc(N)cc1OC.O=C(O)Cc1ccc2c(c1)OCO2.CCN=C=NCCCN(C)C.Cl.C1=CC2=C(C=C1Cl)N(N=N2)O.CN(C)C=O>>COC(=O)c1ccc(NC(=O)Cc2ccc3c(c2)OCO3)cc1OC. Starting materials: CC(C)CNCC(C)C, ClCCCl, COc1ccc2oc(C(=O)C(C)(C)C)c(CC(=O)O)c2c1, CCN(C(C)C)C(C)C, CN(C)C=O, On1nnc2ccccc21. The product is COc1ccc2oc(C(=O)C(C)(C)C)c(CC(=O)N(CC(C)C)CC(C)C)c2c1. As a reaction SMILES: [CH2:32]([CH:33]([CH3:34])[CH3:35])[NH:36][CH2:37][CH:38]([CH3:39])[CH3:40].[CH2:55]([Cl:56])[CH2:57][Cl:58].[CH3:1][C:2]([C:3](=[O:4])[c:5]1[o:6][c:7]2[c:8]([c:9]1[CH2:10][C:11](=[O:12])[OH:13])[cH:14][c:15]([O:18][CH3:19])[cH:16][cH:17]2)([CH3:20])[CH3:21].[CH:41]([N:42]([CH2:43][CH3:44])[CH:45]([CH3:46])[CH3:47])([CH3:48])[CH3:49].[O:50]=[CH:51][N:52]([CH3:53])[CH3:54].[OH:22][n:23]1[c:24]2[c:25]([cH:26][cH:27][cH:28][cH:29]2)[n:30][n:31]1>>[CH3:1][C:2]([C:3](=[O:4])[c:5]1[o:6][c:7]2[c:8]([c:9]1[CH2:10][C:11](=[O:13])[N:36]([CH2:32][CH:33]([CH3:34])[CH3:35])[CH2:37][CH:38]([CH3:39])[CH3:40])[cH:14][c:15]([O:18][CH3:19])[cH:16][cH:17]2)([CH3:20])[CH3:21]. Reactants: FC(C(O)C=1C=NC=CC1)(F)F (2,2,2-trifluoro-1-(3-pyridyl)ethanol), O (water), Cl[O-].[Na+] (sodium hypochlorite). The reagents and catalysts are S(=O)(=O)(O)[O-].C(CCC)[N+](CCCC)(CCCC)CCCC (tetrabutylammonium hydrogen sulfate). The solvent is C(Cl)Cl (methylene chloride). Yields the product FC(C(=O)C=1C=NC=CC1)(F)F (3-Trifluoroacetylpyridine). Reaction SMILES: [F:1][C:2]([F:12])([F:11])[CH:3]([C:5]1[CH:6]=[N:7][CH:8]=[CH:9][CH:10]=1)[OH:4].Cl[O-].[Na+].O>S([O-])(O)(=O)=O.C([N+](CCCC)(CCCC)CCCC)CCC.C(Cl)Cl>[F:12][C:2]([F:1])([F:11])[C:3]([C:5]1[CH:6]=[N:7][CH:8]=[CH:9][CH:10]=1)=[O:4] |f:1.2,4.5|. Procedure: 13.2 g (0.075 mol) of 2,2,2-trifluoro-1-(3-pyridyl)ethanol and 1.26 g (0.0037 mol) of tetrabutylammonium hydrogen sulfate are dissolved in 250 ml of methylene chloride at room temperature. 46 ml (0.09 mol) of an approximately 12% strength sodium hypochlorite solution are metered in within 20 minutes with vigorous stirring and the mixture is stirred for a further 4 hours during which the reaction temperature rises to 35° C. The reaction mixture is added to 250 ml of water, the phases are separate... Starting materials: NCCCC1=CC=C(S1)C(=O)N (5(3-aminopropyl)-2-thiophenecarboxamide), C1(=CC=CC=C1)OCC1CO1 (2,3-epoxypropyl phenyl ether), O (water). Solvent: CS(=O)C (dimethylsulfoxide). Product: OC(CNCCCC1=CC=C(S1)C(=O)N)COC1=CC=CC=C1 (5-[3-[[(RS)-2-hydroxy-3-phenoxypropyl]amino]propyl]-2-thiophenecarboxamide). Reaction SMILES: [NH2:1][CH2:2][CH2:3][CH2:4][C:5]1[S:9][C:8]([C:10]([NH2:12])=[O:11])=[CH:7][CH:6]=1.[C:13]1([O:19][CH2:20][CH:21]2[O:23][CH2:22]2)[CH:18]=[CH:17][CH:16]=[CH:15][CH:14]=1.O>CS(C)=O>[OH:23][CH:21]([CH2:20][O:19][C:13]1[CH:18]=[CH:17][CH:16]=[CH:15][CH:14]=1)[CH2:22][NH:1][CH2:2][CH2:3][CH2:4][C:5]1[S:9][C:8]([C:10]([NH2:12])=[O:11])=[CH:7][CH:6]=1. Procedure: 921 mg of 5(3-aminopropyl)-2-thiophenecarboxamide and 0.68 ml of 2,3-epoxypropyl phenyl ether were heated to 90° in 15 ml of dimethylsulfoxide for 14 hours. The reaction mixture was poured into water and extracted with methylene chloride. The dried methylene chloride solutions were evaporated in vacuo and the residue was chromatographed on silica gel, whereby there were obtained 800 mg of 5-[3-[[(RS)-2-hydroxy-3-phenoxypropyl]amino]propyl]-2-thiophenecarboxamide, m.p. 129°-130°, ε276 =12130.